Dataset: the Open Reaction Database (ORD), a public repository of structured organic reaction records. Task: describe an organic reaction: reactants, conditions, products, and yield Reactants: C=CC#N, CCO, COc1ccc(C2(c3ccccc3)CCNCC2)cc1. Yields the product COc1ccc(C2(c3ccccc3)CCN(CCC#N)CC2)cc1. As a reaction SMILES: [CH2:1]=[CH:2][C:3]#[N:4].[CH3:25][CH2:26][OH:27].[CH3:5][O:6][c:7]1[cH:8][cH:9][c:10]([C:13]2([c:19]3[cH:20][cH:21][cH:22][cH:23][cH:24]3)[CH2:14][CH2:15][NH:16][CH2:17][CH2:18]2)[cH:11][cH:12]1>>[CH2:1]([CH2:2][C:3]#[N:4])[N:16]1[CH2:15][CH2:14][C:13]([c:10]2[cH:9][cH:8][c:7]([O:6][CH3:5])[cH:12][cH:11]2)([c:19]2[cH:20][cH:21][cH:22][cH:23][cH:24]2)[CH2:18][CH2:17]1. The reactants are FC(C(=O)O)(F)F (trifluoroacetic acid), C(C)(C)(C)OC(=O)N1C(CN(C(C1)=O)C1=C(C=CC=C1)C)(C)C (2,2-Dimethyl-4-(2-methylphenyl)-5-oxopiperazine-1-carboxylic acid t-butyl ester). Solvent: C(Cl)Cl (methylene chloride). Procedure details: 0.97 ml of trifluoroacetic acid (12.6 mmol) was added to a solution of 0.4 g of 2,2-dimethyl-4-(2-methylphenyl)-5-oxopiperazine-1-carboxylic acid t-butyl ester obtained in Example (51c) (1.26 mmol) in methylene chloride (1.9 ml) at room temperature, and the mixture was stirred at the same temperature for 30 minutes. The reaction mixture was concentrated under reduced pressure. A saturated sodium bicarbonate aqueous solution was added, followed by extraction with methylene chloride. Then, the org... As a reaction SMILES: FC(F)(F)C(O)=O.C(OC([N:15]1[CH2:20][C:19](=[O:21])[N:18]([C:22]2[CH:27]=[CH:26][CH:25]=[CH:24][C:23]=2[CH3:28])[CH2:17][C:16]1([CH3:30])[CH3:29])=O)(C)(C)C>C(Cl)Cl>[CH3:29][C:16]1([CH3:30])[CH2:17][N:18]([C:22]2[CH:27]=[CH:26][CH:25]=[CH:24][C:23]=2[CH3:28])[C:19](=[O:21])[CH2:20][NH:15]1. Conditions: time 30 minute. The yield is 83.6%. The product is CC1(NCC(N(C1)C1=C(C=CC=C1)C)=O)C (5,5-Dimethyl-1-(2-methylphenyl)piperazin-2-one).